This data is from the Open Reaction Database (ORD), a public repository of structured organic reaction records. The task is: describe an organic reaction: reactants, conditions, products, and yield Starting materials: BrC=1C(C(OC1C1=CC=C(C=C1)S(=O)(=O)C)(C)C)=O (4bromo-2,2-dimethyl-5-{4-(methylsulfonyl)phenyl}-3(2H)-furanone), C1(=CC=CC2=CC=CC=C12)B(O)O (naphthalene-1-boronic acid). Product: CC1(OC(=C(C1=O)C1=CC=CC2=CC=CC=C12)C1=CC=C(C=C1)S(=O)(=O)C)C (2,2-dimethyl-5-{4-(methylsulfonyl)phenyl}-4-(1-naphthyl)-3(2H)-furanone). RXN SMILES: Br[C:2]1[C:3](=[O:19])[C:4]([CH3:18])([CH3:17])[O:5][C:6]=1[C:7]1[CH:12]=[CH:11][C:10]([S:13]([CH3:16])(=[O:15])=[O:14])=[CH:9][CH:8]=1.[C:20]1(B(O)O)[C:29]2[C:24](=[CH:25][CH:26]=[CH:27][CH:28]=2)[CH:23]=[CH:22][CH:21]=1>>[CH3:17][C:4]1([CH3:18])[C:3](=[O:19])[C:2]([C:28]2[C:29]3[C:24](=[CH:23][CH:22]=[CH:21][CH:20]=3)[CH:25]=[CH:26][CH:27]=2)=[C:6]([C:7]2[CH:12]=[CH:11][C:10]([S:13]([CH3:16])(=[O:15])=[O:14])=[CH:9][CH:8]=2)[O:5]1. Procedure details: 200 mg of 4bromo-2,2-dimethyl-5-{4-(methylsulfonyl)phenyl}-3(2H)-furanone was coupled with 114 mg of naphthalene-1-boronic acid by a procedure similar to the procedure employed for Example 2 to afford 2,2-dimethyl-5-{4-(methylsulfonyl)phenyl}-4-(1-naphthyl)-3(2H)-furanone as a solid. mp: 194-195° C. NMR: δ1.67 (s, 3H), 1.71 (s, 3H), 2.97 (s, 3H), 7.33-7.43 (m, 2H), 7.48-7.60 (m, 2H), 7.51-7.52 (m, 1H), 7.66-7.69 (m, 2H), 7.76-7.78 (m, 2H), 7.90-7.94 (m, 2H), IR (cm−1): 1698, 1404, 1318, 1149, 10... Yields the product NC=1C=CC=C2C(CCOC12)C(=O)N(C1=CC=C(C=C1)C(C)C)CC=1C=NN(C1)CC (8-amino-N-[(1-ethylpyrazol-4-yl)methyl]-N-(4-isopropylphenyl)chroman-4-carboxamide). Starting materials: C(C)N1N=CC(=C1)CN(C(=O)C1CCOC2=C(C=CC=C12)[N+](=O)[O-])C1=CC=C(C=C1)C(C)C (N-[(1-ethylpyrazol-4-yl)methyl]-N-(4-isopropylphenyl)-8-nitrochroman-4-carboxamide), O (water), [Cl-].[NH4+] (ammonium chloride). RXN SMILES: O.[Cl-].[NH4+].[CH2:4]([N:6]1[CH:10]=[C:9]([CH2:11][N:12]([C:28]2[CH:33]=[CH:32][C:31]([CH:34]([CH3:36])[CH3:35])=[CH:30][CH:29]=2)[C:13]([CH:15]2[C:24]3[C:19](=[C:20]([N+:25]([O-])=O)[CH:21]=[CH:22][CH:23]=3)[O:18][CH2:17][CH2:16]2)=[O:14])[CH:8]=[N:7]1)[CH3:5]>C(O)C.[Fe]>[NH2:25][C:20]1[CH:21]=[CH:22][CH:23]=[C:24]2[C:19]=1[O:18][CH2:17][CH2:16][CH:15]2[C:13]([N:12]([CH2:11][C:9]1[CH:8]=[N:7][N:6]([CH2:4][CH3:5])[CH:10]=1)[C:28]1[CH:33]=[CH:32][C:31]([CH:34]([CH3:36])[CH3:35])=[CH:30][CH:29]=1)=[O:14] |f:1.2|. Reagents/catalysts: [Fe] (iron). The yield is 78.6%. The solvent is C(C)O (ethanol), C(C)O (ethanol). Reported procedure: To a mixed solvent of ethanol (43 mL) and water (18 mL) were added iron (0.43 g) and ammonium chloride (0.06 g), and a solution of N-[(1-ethylpyrazol-4-yl)methyl]-N-(4-isopropylphenyl)-8-nitrochroman-4-carboxamide (0.9 g) in ethanol (10 mL) was added dropwise with heating and stirring at 50° C.-70° C. After stirring at 50° C.-70° C. for 3 hr, the reaction mixture was partitioned between water and ethyl acetate. The organic layer was washed with saturated brine and dried over magnesium sulfate. T... Starting materials: N#Cc1ccccc1NC(=O)c1ccc([N+](=O)[O-])cc1Cl, Cl, [Na+], [OH-], O, O, Cl[Sn]Cl. The product is N#Cc1ccccc1NC(=O)c1ccc(N)cc1Cl. RXN SMILES: [C:1](#[N:2])[c:3]1[c:4]([NH:9][C:10]([c:11]2[c:12]([Cl:20])[cH:13][c:14]([N+:17]([O-:18])=[O:19])[cH:15][cH:16]2)=[O:21])[cH:5][cH:6][cH:7][cH:8]1.[ClH:29].[Na+:28].[OH-:27].[OH2:22].[OH2:23].[Sn:24]([Cl:25])[Cl:26]>>[C:1](#[N:2])[c:3]1[c:4]([NH:9][C:10]([c:11]2[c:12]([Cl:20])[cH:13][c:14]([NH2:17])[cH:15][cH:16]2)=[O:21])[cH:5][cH:6][cH:7][cH:8]1.